From a dataset of the Open Reaction Database (ORD), a public repository of structured organic reaction records. describe an organic reaction: reactants, conditions, products, and yield Procedure: To a solution of 1-(2-tert-butoxycarbonylamino-ethoxy)-3,5-bis-(tert-butyl-dimethyl-silyloxymethyl)-benzene (270 mg) in tetrahydrofurane (5 mL) was added iodomethane (70 μL) and the reaction mixture was cooled (0° C.). To the cooled solution, sodium hydride was added (68 mg). After 1 hour, the temperature was allowed to warm up to room temperature. After 16 hours, a mixture of THF and water 1:1 (2 mL) was slightly added, then citric acid until pH=2. The aqueous phase was extracted three times wi... Run in O (water). Yields the product C(C)(C)(C)OC(=O)C(COC1=CC(=CC(=C1)C(O[SiH2]C(C)(C)C)(C)C)C(O[SiH2]C(C)(C)C)(C)C)NC (1-(2-(tert-butoxycarbonyl)-methylamino-ethoxy)-3,5-bis-(tert-butyl-dimethyl-silyloxy methyl)-benzene). Reactants: C(C)(C)(C)OC(=O)NCCOC1=CC(=CC(=C1)C(O[SiH2]C(C)(C)C)(C)C)C(O[SiH2]C(C)(C)C)(C)C (1-(2-tert-butoxycarbonylamino-ethoxy)-3,5-bis-(tert-butyl-dimethyl-silyloxymethyl)-benzene), IC (iodomethane), O1CCCC1 (tetrahydrofurane), C(CC(O)(C(=O)O)CC(=O)O)(=O)O (citric acid), C1CCOC1 (THF), [H-].[Na+] (sodium hydride). As a reaction SMILES: C(OC([NH:8][CH2:9][CH2:10][O:11][C:12]1[CH:17]=[C:16]([C:18]([CH3:26])([CH3:25])[O:19][SiH2:20][C:21]([CH3:24])([CH3:23])[CH3:22])[CH:15]=[C:14]([C:27]([CH3:35])([CH3:34])[O:28][SiH2:29][C:30]([CH3:33])([CH3:32])[CH3:31])[CH:13]=1)=O)(C)(C)C.I[CH3:37].[H-].[Na+].C(O)(=O)[CH2:41][C:42]([CH2:47]C(O)=O)([C:44](O)=O)[OH:43].[O:53]1CCC[CH2:54]1>O>[C:42]([O:43][C:54]([CH:9]([NH:8][CH3:37])[CH2:10][O:11][C:12]1[CH:17]=[C:16]([C:18]([CH3:26])([CH3:25])[O:19][SiH2:20][C:21]([CH3:22])([CH3:24])[CH3:23])[CH:15]=[C:14]([C:27]([CH3:35])([CH3:34])[O:28][SiH2:29][C:30]([CH3:32])([CH3:31])[CH3:33])[CH:13]=1)=[O:53])([CH3:41])([CH3:44])[CH3:47] |f:2.3|. Run at temperature 0 celsius, time 1 hour. As a reaction SMILES: C(OC([N:8]1[CH2:13][CH2:12][N:11]([C:14](=[O:23])[NH:15][C:16]2[CH:21]=[CH:20][C:19]([F:22])=[CH:18][CH:17]=2)[CH2:10][CH2:9]1)=O)(C)(C)C>Cl.C(OCC)(=O)C>[F:22][C:19]1[CH:18]=[CH:17][C:16]([NH:15][C:14]([N:11]2[CH2:10][CH2:9][NH:8][CH2:13][CH2:12]2)=[O:23])=[CH:21][CH:20]=1. Run at time 1 hour. Product: FC1=CC=C(C=C1)NC(=O)N1CCNCC1 (1-(4-fluorophenylcarbamoyl)piperazine). The reactants are C(C)(C)(C)OC(=O)N1CCN(CC1)C(NC1=CC=C(C=C1)F)=O (1-tert-Butoxycarbonyl-4-(4-fluorophenylcarbamoyl)-piperazine). The solvent is Cl (hydrogen chloride), C(C)(=O)OCC (ethyl acetate). Procedure details: 1-tert-Butoxycarbonyl-4-(4-fluorophenylcarbamoyl)-piperazine (0.30 g) was dissolved in a solution of hydrogen chloride in ethyl acetate (4N, 2 ml), and the solution was stirred at ambient temperature for 1 hour. The solvent was removed by evaporation under reduced pressure to give 1-(4-fluorophenylcarbamoyl)piperazine as a white powder, which was taken up into dichloromethane (3 ml), and to the mixture were added in turn pyridine (0.25 ml), 4-trifluoromethoxybenzoyl chloride (0.146 ml), and cata... Starting materials: [OH-].[Li+] (lithium hydroxide), COC(C(C)(C)[C@@H]1CC[C@@H](CC1)O)=O (2-(cis-4-hydroxy-cyclohexyl)-2-methyl-propionic acid methyl ester), Cl (HCl). Run in CO (methanol). Run at time 16 hour. The product is O[C@H]1CC[C@H](CC1)C(C(=O)O)(C)C (2-(cis-4-Hydroxy-cyclohexyl)-2-methyl-propionic acid). Reaction SMILES: C[O:2][C:3](=[O:14])[C:4]([C@H:7]1[CH2:12][CH2:11][C@@H:10]([OH:13])[CH2:9][CH2:8]1)([CH3:6])[CH3:5].[OH-].[Li+].Cl>CO>[OH:13][C@@H:10]1[CH2:9][CH2:8][C@H:7]([C:4]([CH3:6])([CH3:5])[C:3]([OH:14])=[O:2])[CH2:12][CH2:11]1 |f:1.2|. Procedure details: 0.200 g of 2-(cis-4-hydroxy-cyclohexyl)-2-methyl-propionic acid methyl ester are dissolved in 4 ml of methanol. 4 ml of a 1M aqueous lithium hydroxide solution are added and the mixture is stirred for 16 hours at room temperature. The reaction mixture is then neutralised with 1M HCl and concentrated by evaporation. The title compound is identified from the residue by means of flash chromatography (SiO2 60 F) based on its Rf value. Reactants: CC(C)CC(C(=O)NOCc1ccccc1)N(Cc1ccccc1)P(C)(=O)c1ccccc1, CO, CCCCCC, CCOC(C)=O, [H][H]. Product: CC(C)CC(C(=O)NO)N(Cc1ccccc1)P(C)(=O)c1ccccc1. As a reaction SMILES: [CH2:1]([c:2]1[cH:3][cH:4][cH:5][cH:6][cH:7]1)[O:8][NH:9][C:10]([CH:11]([CH2:12][CH:13]([CH3:14])[CH3:15])[N:16]([CH2:17][c:18]1[cH:19][cH:20][cH:21][cH:22][cH:23]1)[P:24](=[O:25])([c:26]1[cH:27][cH:28][cH:29][cH:30][cH:31]1)[CH3:32])=[O:33].[CH3:34][OH:35].[CH3:38][CH2:39][CH2:40][CH2:41][CH2:42][CH3:43].[CH3:44][CH2:45][O:46][C:47](=[O:48])[CH3:49].[H:36][H:37]>>[OH:8][NH:9][C:10]([CH:11]([CH2:12][CH:13]([CH3:14])[CH3:15])[N:16]([CH2:17][c:18]1[cH:19][cH:20][cH:21][cH:22][cH:23]1)[P:24](=[O:25])([c:26]1[cH:27][cH:28][cH:29][cH:30][cH:31]1)[CH3:32])=[O:33]. Starting materials: ClC=1C=NC=CC1C=O (3-Chloropyridine-4-carbaldehyde), CB1OB(OB(O1)C)C (trimethylboroxine), C([O-])([O-])=O.[K+].[K+] (potassium carbonate), O (water). Reagents/catalysts: C1=CC=C(C=C1)P([C-]2C=CC=C2)C3=CC=CC=C3.C1=CC=C(C=C1)P([C-]2C=CC=C2)C3=CC=CC=C3.Cl[Pd]Cl.[Fe+2] ([1,1′-bis(diphenylphosphino)ferrocene]dichloropalladium). Run in O1CCOCC1 (1,4-dioxane). Run at temperature 100 celsius, time 3 hour. Product: CC=1C=NC=CC1C=O (3-Methylpyridine-4-carbaldehyde). As a reaction SMILES: Cl[C:2]1[CH:3]=[N:4][CH:5]=[CH:6][C:7]=1[CH:8]=[O:9].[CH3:10]B1OB(C)OB(C)O1.C(=O)([O-])[O-].[K+].[K+].O>C1C=CC(P(C2C=CC=CC=2)[C-]2C=CC=C2)=CC=1.C1C=CC(P(C2C=CC=CC=2)[C-]2C=CC=C2)=CC=1.Cl[Pd]Cl.[Fe+2].O1CCOCC1>[CH3:10][C:2]1[CH:3]=[N:4][CH:5]=[CH:6][C:7]=1[CH:8]=[O:9] |f:2.3.4,6.7.8.9|. Procedure details: 3-Chloropyridine-4-carbaldehyde (141.6 mg, 1.00 mmol), trimethylboroxine (278.4 μl 2.00 mmol), [1,1′-bis(diphenylphosphino)ferrocene]dichloropalladium (II) dichloromethane complex (81.6 mg, 0.10 mmol) and potassium carbonate (414.6 mg, 3.00 mmol) were mixed with water (0.2 mL) and 1,4-dioxane (1.8 mL) and stirred at 100° C. for 3 hours. After completion of the reaction, the reaction solution was allowed to cool, and the solvent was removed by vacuum distillation. The resulting crude reaction pro... Reactants: B, C=CCC1(c2ccccc2)CCN(C(C)(C)C)C(=O)O1, C1CCOC1, C1CCOC1, Cl, [Na+], [OH-], O, OO. The product is CC(C)(C)N1CCC(CCCO)(c2ccccc2)OC1=O. Reaction SMILES: [BH3:21].[CH2:1]([CH:2]=[CH2:3])[C:4]1([c:15]2[cH:16][cH:17][cH:18][cH:19][cH:20]2)[CH2:5][CH2:6][N:7]([C:11]([CH3:12])([CH3:13])[CH3:14])[C:8](=[O:10])[O:9]1.[CH2:22]1[CH2:25][CH2:24][CH2:23][O:26]1.[CH2:32]1[O:33][CH2:34][CH2:35][CH2:36]1.[ClH:31].[Na+:28].[OH-:27].[OH2:37].[OH:29][OH:30]>>[CH2:1]([CH2:2][CH2:3][OH:26])[C:4]1([c:15]2[cH:16][cH:17][cH:18][cH:19][cH:20]2)[CH2:5][CH2:6][N:7]([C:11]([CH3:12])([CH3:13])[CH3:14])[C:8](=[O:10])[O:9]1.